Task: describe an organic reaction: reactants, conditions, products, and yield. Dataset: the Open Reaction Database (ORD), a public repository of structured organic reaction records Reactants: Cl.CN1CCC(CC1)C(=O)O (1-methyl-piperidine-4-carboxylic acid hydrochloride), C(C(=O)Cl)(=O)Cl (oxalyl chloride). Reagents/catalysts: CN(C=O)C (N,N-dimethylformamide). The solvent is ClCCl (dichloromethane). Conditions: time 20 hour. Product: Cl.CN1CCC(CC1)C(=O)Cl (1-methylpiperidine-4-carbonyl chloride hydrochloride). Isolated yield 111.1%. As a reaction SMILES: [ClH:1].[CH3:2][N:3]1[CH2:8][CH2:7][CH:6]([C:9](O)=[O:10])[CH2:5][CH2:4]1.C(Cl)(=O)C([Cl:15])=O>ClCCl.CN(C)C=O>[ClH:15].[CH3:2][N:3]1[CH2:8][CH2:7][CH:6]([C:9]([Cl:1])=[O:10])[CH2:5][CH2:4]1 |f:0.1,5.6|. Procedure: To a suspension of 1-methyl-piperidine-4-carboxylic acid hydrochloride (11.36 mmol, 2.04 g) and N,N-dimethylformamide (0.129 mmol, 0.01 ml, 9.40 mg) in dichloromethane (10 ml) at 0° C. was added oxalyl chloride (14.76 mmol, 1.40 ml) drop wise. The cooling bath was removed and the reaction mixture stirred at room temperature for 20 hours. Then the reaction mixture was concentrated in vacuo to give 1-methylpiperidine-4-carbonyl chloride hydrochloride (2.5 g).